Dataset: the Open Reaction Database (ORD), a public repository of structured organic reaction records. Task: describe an organic reaction: reactants, conditions, products, and yield Reactants: FC(C=1C=C2C(=CC1)NCC21CN(CC1)C(=O)OC(C)(C)C)(F)F (tert-Butyl 5-(trifluoromethyl)spiro[indoline-3,3′-pyrrolidine]-1′-carboxylate), CN.O1CCCC1 (methylamine tetrahydrofuran), ClC(C(=O)OCC)=O (ethyl chloroglyoxylate), Cl.NC=1SC(=CN1)Cl (2-amino-5-chlorothiazole hydrochloride). The product is ClC1=CN=C(S1)NC(=O)N1CC2(CN(CC2)C(C(=O)NC)=O)C2=CC(=CC=C12)C(F)(F)F (N-(5-Chlorothiazol-2-yl)-1′-(2-(methylamino)-2-oxoacetyl)-5-(trifluoromethyl)spiro[indoline-3,3′-pyrrolidine]-1-carboxamide). As a reaction SMILES: [F:1][C:2]([F:24])([F:23])[C:3]1[CH:4]=[C:5]2[C:11]3([CH2:15][CH2:14][N:13](C(OC(C)(C)C)=O)[CH2:12]3)[CH2:10][NH:9][C:6]2=[CH:7][CH:8]=1.Cl[C:26](=[O:32])[C:27]([O:29]CC)=O.Cl.[NH2:34][C:35]1[S:36][C:37]([Cl:40])=[CH:38][N:39]=1.[CH3:41][NH2:42].[O:43]1[CH2:47]CCC1>>[Cl:40][C:37]1[S:36][C:35]([NH:34][C:47]([N:9]2[C:6]3[C:5](=[CH:4][C:3]([C:2]([F:1])([F:24])[F:23])=[CH:8][CH:7]=3)[C:11]3([CH2:15][CH2:14][N:13]([C:27](=[O:29])[C:26]([NH:42][CH3:41])=[O:32])[CH2:12]3)[CH2:10]2)=[O:43])=[N:39][CH:38]=1 |f:2.3,4.5|. Reported procedure: (tert-Butyl 5-(trifluoromethyl)spiro[indoline-3,3′-pyrrolidine]-1′-carboxylate, ethyl chloroglyoxylate, 2-amino-5-chlorothiazole hydrochloride, and a solution of methylamine-tetrahydrofuran) As a reaction SMILES: [NH:15]1[CH2:16][CH:17]([NH:19][C:20](=[O:21])[CH2:22][NH:23][C:24]([c:25]2[cH:26][c:27]([C:31]([F:32])([F:33])[F:34])[cH:28][cH:29][cH:30]2)=[O:35])[CH2:18]1.[OH:1][c:2]1[n:3][cH:4][cH:5][cH:6][c:7]1[CH:8]1[CH2:9][CH2:10][C:11](=[O:14])[CH2:12][CH2:13]1>>[OH:1][c:2]1[n:3][cH:4][cH:5][cH:6][c:7]1[CH:8]1[CH2:9][CH2:10][CH:11]([N:15]2[CH2:16][CH:17]([NH:19][C:20](=[O:21])[CH2:22][NH:23][C:24]([c:25]3[cH:26][c:27]([C:31]([F:32])([F:33])[F:34])[cH:28][cH:29][cH:30]3)=[O:35])[CH2:18]2)[CH2:12][CH2:13]1. Product: O=C(CNC(=O)c1cccc(C(F)(F)F)c1)NC1CN(C2CCC(c3cccnc3O)CC2)C1. The reactants are O=C(CNC(=O)c1cccc(C(F)(F)F)c1)NC1CNC1, O=C1CCC(c2cccnc2O)CC1. The product is CC(C)NCC(O)COc1ccc(-c2csnn2)cc1. The reactants are CC(C)N, CC(C)O, c1cc(-c2csnn2)ccc1OCC1CO1. RXN SMILES: [CH3:1][CH:2]([CH3:3])[NH2:4].[CH:21]([OH:22])([CH3:23])[CH3:24].[O:5]1[CH:6]([CH2:7][O:8][c:9]2[cH:10][cH:11][c:12](-[c:15]3[n:16][n:17][s:18][cH:19]3)[cH:13][cH:14]2)[CH2:20]1>>[CH3:1][CH:2]([CH3:3])[NH:4][CH2:20][CH:6]([OH:5])[CH2:7][O:8][c:9]1[cH:10][cH:11][c:12](-[c:15]2[n:16][n:17][s:18][cH:19]2)[cH:13][cH:14]1. Starting materials: BrBr (bromine), C1=CC=CC=2C3=CC=CC=C3C=CC12 (Phenanthrene), C(C)(=O)O (acetic acid), Br(=O)(=O)[O-].[K+] (Potassium bromate). The solvent is O (water). Reaction conditions: temperature 72.5 celsius. Yields the product C1(C(C=CC=2C3=CC=CC=C3C=CC12)=O)=O (Phenanthrenequinone). Isolated yield 80.0%. RXN SMILES: [CH:1]1[C:14]2[CH:13]=[CH:12][C:11]3[C:6](=[CH:7][CH:8]=CC=3)[C:5]=2[CH:4]=[CH:3][CH:2]=1.[C:15]([OH:18])(=O)[CH3:16].Br([O-])(=O)=[O:20].[K+].BrBr>O>[C:15]1(=[O:18])[C:16]2[CH:8]=[CH:7][C:6]3[C:5](=[CH:14][CH:13]=[CH:12][CH:11]=3)[C:4]=2[CH:3]=[CH:2][C:1]1=[O:20] |f:2.3|. Procedure: Phenanthrene (16 g, Aldrich Tech Grade (90 percent), 0.081 mol) and acetic acid (200 ml) were stirred and heated to 70-75° C. Potassium bromate (32 g, 0.19 mol) was added in 2 portions. After the addition of the first portion the temperature rose to reflux with evolution of bromine vapors. The second portion was added and the condenser was replaced by a distillation head. The heating was continued until the distillate was colorless. The deep red solution was cooled and poured into water (300 ml)... Reactants: C(=O)NC=1C=C(C=CC1)C1=CC=CC=C1 (3-formylamino-1,1'-biphenyl), ClCC12CCCN2CCC1 (5-chloromethyl-1-azabicyclo[3.3.0]octane). Product: N12CCCC2(CCC1)CN(C1=CC(=CC=C1)C1=CC=CC=C1)C=O (N-(1-Azabicyclo[3.3.0]octan-5-yl)methyl-N-formyl-3-phenylaniline), solids. Isolated yield 82.7%. RXN SMILES: [CH:1]([NH:3][C:4]1[CH:5]=[C:6]([C:10]2[CH:15]=[CH:14][CH:13]=[CH:12][CH:11]=2)[CH:7]=[CH:8][CH:9]=1)=[O:2].Cl[CH2:17][C:18]12[CH2:25][CH2:24][CH2:23][N:22]1[CH2:21][CH2:20][CH2:19]2>>[N:22]12[CH2:23][CH2:24][CH2:25][C:18]1([CH2:17][N:3]([CH:1]=[O:2])[C:4]1[CH:9]=[CH:8][CH:7]=[C:6]([C:10]3[CH:15]=[CH:14][CH:13]=[CH:12][CH:11]=3)[CH:5]=1)[CH2:19][CH2:20][CH2:21]2. Reported procedure: The procedures described in Example 2 were repeated except that 3-formylamino-1,1'-biphenyl (286 mg, 1.45 mmol) and 5-chloromethyl-1-azabicyclo[3.3.0]octane (hydrochloride, 800 mg, 1.53 mmol) were employed. In this case, the desired compound was obtained as pale yellow solids (385 mg, 82.7%). Starting materials: ClC1=NC2=CC(=C(C=C2C(=N1)N)OC)OC (2-Chloro-4-amino-6,7-dimethoxyquinazoline), N1CCC(CC1)=O (4-piperidone), Cl (HCl), C([O-])([O-])=O.[K+].[K+] (potassium carbonate). The solvent is C(CCC)O (n-butanol). Product: O=C1CCN(CC1)C1=NC2=CC(=C(C=C2C(=N1)N)OC)OC (2-(4-Oxopiperidine-1-yl)-4-amino-6,7-dimethoxyquinazoline). As a reaction SMILES: Cl[C:2]1[N:11]=[C:10]([NH2:12])[C:9]2[C:4](=[CH:5][C:6]([O:15][CH3:16])=[C:7]([O:13][CH3:14])[CH:8]=2)[N:3]=1.[NH:17]1[CH2:22][CH2:21][C:20](=[O:23])[CH2:19][CH2:18]1.Cl.C(=O)([O-])[O-].[K+].[K+]>C(O)CCC>[O:23]=[C:20]1[CH2:21][CH2:22][N:17]([C:2]2[N:11]=[C:10]([NH2:12])[C:9]3[C:4](=[CH:5][C:6]([O:15][CH3:16])=[C:7]([O:13][CH3:14])[CH:8]=3)[N:3]=2)[CH2:18][CH2:19]1 |f:3.4.5|. Reported procedure: A mixture of 1.0 g of 2-Chloro-4-amino-6,7-dimethoxyquinazoline, 1.28 g of 4-piperidone.HCl and 1.15 g of potassium carbonate in 50 ml of n-butanol was refluxed for 8 hours. and the solvent was removed under reduced pressure. To the residue was added 50 ml. of water and extracted with Ethyl acetate. Ethyl acetate extract was concentrated and the residue was washed with n-hexane. 0.98 g. of desired compound was obtained. mp. 228°~230° C. I.R. (KBr) 3350, 3200, 2900, 1700, 1645, 1595, 1570, 1500, ...